This data is from the Open Reaction Database (ORD), a public repository of structured organic reaction records. The task is: describe an organic reaction: reactants, conditions, products, and yield Reactants: NC1=C(C(=NO1)C1=CC(=CC=C1)OC(F)(F)F)C(=O)O (5-amino-3-(3-(trifluoromethoxy)phenyl)isoxazol-4-carboxylic acid), Cl.C(C)N=C=NCCCN(C)C (1-ethyl-3-(dimethylaminopropyl)carbodiimide hydrochloride), COC1=C(C=CC=C1)N1CCNCC1 (1-(2-methoxyphenyl)piperazine). The solvent is ClCCl (dichloromethane). Product: NC1=C(C(=NO1)C1=CC(=CC=C1)OC(F)(F)F)C(=O)N1CCN(CC1)C1=C(C=CC=C1)OC ((5-amino-3-(3-(trifluoromethoxy)phenyl)isoxazol-4-yl)(4-(2-methoxyphenyl)piperazine-1-yl)methanone). Yield: 73.4%. RXN SMILES: [NH2:1][C:2]1[O:6][N:5]=[C:4]([C:7]2[CH:12]=[CH:11][CH:10]=[C:9]([O:13][C:14]([F:17])([F:16])[F:15])[CH:8]=2)[C:3]=1[C:18]([OH:20])=O.Cl.C(N=C=NCCCN(C)C)C.[CH3:33][O:34][C:35]1[CH:40]=[CH:39][CH:38]=[CH:37][C:36]=1[N:41]1[CH2:46][CH2:45][NH:44][CH2:43][CH2:42]1>ClCCl>[NH2:1][C:2]1[O:6][N:5]=[C:4]([C:7]2[CH:12]=[CH:11][CH:10]=[C:9]([O:13][C:14]([F:15])([F:16])[F:17])[CH:8]=2)[C:3]=1[C:18]([N:44]1[CH2:43][CH2:42][N:41]([C:36]2[CH:37]=[CH:38][CH:39]=[CH:40][C:35]=2[O:34][CH3:33])[CH2:46][CH2:45]1)=[O:20] |f:1.2|. Procedure details: In a similar manner as described in Example 1, by using dichloromethane (30 mL), 5-amino-3-(3-(trifluoromethoxy)phenyl)isoxazol-4-carboxylic acid (530 mg, 1.84 mmol), 1-ethyl-3-(dimethylaminopropyl)carbodiimide hydrochloride (388 mg, 2.02 mmol) and 1-(2-methoxyphenyl)piperazine (354 mg, 1.84 mmol), a white solid required compound (622 mg, 1.35 mmol, 73%) was obtained. Reactants: CN(C)c1ccncc1, CNc1ccc2c(c1)nc(C(F)(F)F)n2CC1CCOCC1, O=S(=O)(Cl)C1CC1, CCN(C(C)C)C(C)C, ClCCl. Product: CN(c1ccc2c(c1)nc(C(F)(F)F)n2CC1CCOCC1)S(=O)(=O)C1CC1. RXN SMILES: [CH3:39][N:40]([c:41]1[cH:42][cH:43][n:44][cH:45][cH:46]1)[CH3:47].[CH3:8][NH:9][c:10]1[cH:11][c:12]2[c:13]([n:14]([CH2:21][CH:22]3[CH2:23][CH2:24][O:25][CH2:26][CH2:27]3)[c:15]([C:17]([F:18])([F:19])[F:20])[n:16]2)[cH:28][cH:29]1.[CH:1]1([S:4](=[O:5])(=[O:6])[Cl:7])[CH2:2][CH2:3]1.[CH:30]([N:31]([CH2:32][CH3:33])[CH:34]([CH3:35])[CH3:36])([CH3:37])[CH3:38].[Cl:48][CH2:49][Cl:50]>>[CH:1]1([S:4](=[O:5])(=[O:6])[N:9]([CH3:8])[c:10]2[cH:11][c:12]3[c:13]([n:14]([CH2:21][CH:22]4[CH2:23][CH2:24][O:25][CH2:26][CH2:27]4)[c:15]([C:17]([F:18])([F:19])[F:20])[n:16]3)[cH:28][cH:29]2)[CH2:2][CH2:3]1. The reactants are NCCSCC1=NNC=C1 (3-[(2-aminoethyl)-thiomethyl]pyrazole), C(C1=CC=CC=C1)(=O)N=C=S (benzoyl isothiocyanate). The product is C(C1=CC=CC=C1)(=O)NC(=S)NCCSCC1=NNC=C1 (N-benzoyl-N'-[2-(3-pyrazolylmethylthio)ethyl]thiourea). RXN SMILES: [NH2:1][CH2:2][CH2:3][S:4][CH2:5][C:6]1[CH:10]=[CH:9][NH:8][N:7]=1.[C:11]([N:19]=[C:20]=[S:21])(=[O:18])[C:12]1[CH:17]=[CH:16][CH:15]=[CH:14][CH:13]=1>>[C:11]([NH:19][C:20]([NH:1][CH2:2][CH2:3][S:4][CH2:5][C:6]1[CH:10]=[CH:9][NH:8][N:7]=1)=[S:21])(=[O:18])[C:12]1[CH:17]=[CH:16][CH:15]=[CH:14][CH:13]=1. Procedure details: By the procedure of Example 18, 3-[(2-aminoethyl)-thiomethyl]pyrazole is reacted with benzoyl isothiocyanate to give N-benzoyl-N'-[2-(3-pyrazolylmethylthio)ethyl]thiourea. Removing the benzoyl group by the procedure of Example 18 gives N-[2-(3-pyrazolylmethylthio)ethyl]thiourea. Starting materials: [Si](C)(C)(C(C)(C)C)OCCCCN1C(=NC=2C(=NC=3C=CC=CC3C21)Cl)O (1-[4-(tert-Butyldimethylsilanyloxy)butyl]-4-chloro-1H-imidazo[4,5-c]quinolin-2-ol), N (ammonia), solution. Run in CO (methanol). Conditions: temperature 150 celsius. Product: NC1=NC=2C=CC=CC2C2=C1N=C(N2CCCCO)O (4-amino-1-(4-hydroxybutyl)-1H-imidazo[4,5-c]quinolin-2-ol). RXN SMILES: [Si]([O:8][CH2:9][CH2:10][CH2:11][CH2:12][N:13]1[C:25]2[C:24]3[CH:23]=[CH:22][CH:21]=[CH:20][C:19]=3[N:18]=[C:17](Cl)[C:16]=2[N:15]=[C:14]1[OH:27])(C(C)(C)C)(C)C.[NH3:28]>CO>[NH2:28][C:17]1[C:16]2[N:15]=[C:14]([OH:27])[N:13]([CH2:12][CH2:11][CH2:10][CH2:9][OH:8])[C:25]=2[C:24]2[CH:23]=[CH:22][CH:21]=[CH:20][C:19]=2[N:18]=1. Procedure details: 1-[4-(tert-Butyldimethylsilanyloxy)butyl]-4-chloro-1H-imidazo[4,5-c]quinolin-2-ol (5.0 g, 12 mmol) and ammonia (200 mL of a 7 N solution in methanol) were added to a high-pressure vessel, which was sealed and heated in an oven at 150° C. for five days, allowed to cool, and concentrated under reduced pressure. The crude product was triturated with hexane for 15 minutes, and the resulting solid was isolated by filtration, washed with hexane (500 mL), and dried under vacuum to provide 3.53 g of 4-a... The reactants are COc1cccc(C=O)c1, CC(=O)O, Cc1ccccc1, Cc1ccc2c(N)cccc2n1, O. The product is COc1cccc(C=Nc2cccc3nc(C)ccc23)c1. Reaction SMILES: [CH3:13][O:14][c:15]1[cH:16][c:17]([CH:18]=[O:19])[cH:20][cH:21][cH:22]1.[CH3:23][C:24](=[O:25])[OH:26].[CH3:28][c:29]1[cH:30][cH:31][cH:32][cH:33][cH:34]1.[NH2:1][c:2]1[c:3]2[cH:4][cH:5][c:6]([CH3:12])[n:7][c:8]2[cH:9][cH:10][cH:11]1.[OH2:27]>>[N:1]([c:2]1[c:3]2[cH:4][cH:5][c:6]([CH3:12])[n:7][c:8]2[cH:9][cH:10][cH:11]1)=[CH:18][c:17]1[cH:16][c:15]([O:14][CH3:13])[cH:22][cH:21][cH:20]1. Reactants: [H][H] (hydrogen), C1(=CC=CC=C1)O (phenol), N1CCCCC1 (piperidine), CO (methanol), C=O (Paraformaldehyde). The reagents and catalysts are [Pd] (palladium on carbon). Reaction conditions: temperature 10 celsius. Yields the product C1(=CC=CC=C1O)C (ortho-cresol), C1=CC(=CC=C1O)C (para-cresol), C=1(C(=CC(=CC1)C)C)O (2,4-xylenol). As a reaction SMILES: [C:1]1([OH:7])[CH:6]=[CH:5][CH:4]=[CH:3][CH:2]=1.N1CCCC[CH2:9]1.[CH3:14][OH:15].C=O.[H][H]>[Pd]>[C:6]1([CH3:9])[C:1]([OH:7])=[CH:2][CH:3]=[CH:4][CH:5]=1.[CH:6]1[C:1]([OH:7])=[CH:2][CH:3]=[C:4]([CH3:9])[CH:5]=1.[C:14]1([OH:15])[C:3]([CH3:2])=[CH:4][C:5]([CH3:9])=[CH:6][CH:1]=1. Reported procedure: A mixture of phenol (94 grams, 1.0 moles), piperidine (43 grams, 0.5 mole), and methanol (50 moles) was cooled to 10° C. with agitation. Paraformaldehyde (15 grams, 0.5 mole) was added all at one time and the reaction temperature was maintained at 10° to 13° C. for 1.5 hours. The temperature was then allowed to rise to 25° C. The reaction mixture was heated to 85° C. and hydrogenated in a glass-lined autoclave in the presence of 1 gram of 5 percent palladium on carbon catalyst at a temperature o...